Task: describe an organic reaction: reactants, conditions, products, and yield. Dataset: the Open Reaction Database (ORD), a public repository of structured organic reaction records Reactants: IC=1C=CC(=NC1)NN (5-Iodo-2-hydrazinopyridine), C(OCC)(OCC)OCC (triethyl orthoformate). The product is IC=1C=CC=2N(C1)C=NN2 (6-Iodo-[1,2,4]triazolo[4,3-α]pyridine). RXN SMILES: [I:1][C:2]1[CH:3]=[CH:4][C:5]([NH:8][NH2:9])=[N:6][CH:7]=1.[CH:10](OCC)(OCC)OCC>>[I:1][C:2]1[CH:3]=[CH:4][C:5]2[N:6]([CH:10]=[N:9][N:8]=2)[CH:7]=1. Reported procedure: A mixture of the product (2.0 g, 8.51 mmol) from Step A above in triethyl orthoformate (100 mL) was warmed at reflux for 18 h. After cooling to room temperature, the reaction mixture was concentrated under reduced pressure. The residue was dissolved in 250 mL of dichloromethane and was filtered through a pad of silica gel. The pad was washed with 20% methanol/dichloromethane to elute the compound from the silica gel, and this filtrate was concentrated to dryness and then redissolved in dichlorom... Starting materials: ice, aqueous solution, Cl (hydrogen chloride), COC(=O)C1=CC2=C(S1)SC(=C2)C(=O)C=2C=C(C=CC2)C(C(=O)OC)C (Methyl 2-{3-(5-methoxycarbonyl-thieno[2,3-b]thien-2-yl)carbonyl-phenyl}propionate). The solvent is [OH-].[K+] (potassium hydroxide). Conditions: temperature 20 celsius, time 17 hour. The product is C(=O)(O)C1=CC2=C(S1)SC(=C2)C(=O)C=2C=C(C=CC2)C(C(=O)O)C (2-{3-(5-carboxy-thieno[2,3-b]thien-2-yl)carbonylphenyl}propionic acid). The yield is 72.8%. RXN SMILES: C[O:2][C:3]([C:5]1[S:9][C:8]2[S:10][C:11]([C:13]([C:15]3[CH:16]=[C:17]([CH:21]([CH3:26])[C:22]([O:24]C)=[O:23])[CH:18]=[CH:19][CH:20]=3)=[O:14])=[CH:12][C:7]=2[CH:6]=1)=[O:4].Cl>[OH-].[K+]>[C:3]([C:5]1[S:9][C:8]2[S:10][C:11]([C:13]([C:15]3[CH:16]=[C:17]([CH:21]([CH3:26])[C:22]([OH:24])=[O:23])[CH:18]=[CH:19][CH:20]=3)=[O:14])=[CH:12][C:7]=2[CH:6]=1)([OH:4])=[O:2] |f:2.3|. Reported procedure: Methyl 2-{3-(5-methoxycarbonyl-thieno[2,3-b]thien-2-yl)carbonyl-phenyl}propionate (36 g) in solution in a mixture of potassium hydroxide pellets (26.4 g), distilled water (160 cc) and ethanol (400 cc), is stirred for 17 hours at a temperature of about 20° C. The resulting suspension is diluted with distilled water (800 cc) and filtered. The filtrate is stirred with decolourizing charcoal (3 g) and filtered. The solution obtained is added dropwise to a 5N aqueous solution of hydrogen chloride (40... Reactants: CCOC(=O)c1cn(C2CCN(Cc3ccccc3)C2)nn1, Cl. The product is O=C(O)c1cn(C2CCN(Cc3ccccc3)C2)nn1, Cl. Reaction SMILES: [CH2:1]([c:2]1[cH:3][cH:4][cH:5][cH:6][cH:7]1)[N:8]1[CH2:9][CH:10]([n:13]2[n:14][n:15][c:16]([C:18](=[O:19])[O:20][CH2:21][CH3:22])[cH:17]2)[CH2:11][CH2:12]1.[ClH:23]>>[CH2:1]([c:2]1[cH:3][cH:4][cH:5][cH:6][cH:7]1)[N:8]1[CH2:9][CH:10]([n:13]2[n:14][n:15][c:16]([C:18](=[O:19])[OH:20])[cH:17]2)[CH2:11][CH2:12]1.[ClH:23]. Starting materials: C(C)OC(=O)N1C(CC2(OCCO2)CC1)CN1C(C2=CC=CC=C2C1=O)=O (7-(1,3-dioxo-1,3-dihydro-isoindol-2-ylmethyl)-1,4-dioxa-8-aza-spiro[4.5]decane-8-carboxylic acid ethyl ester). Solvent: Cl (hydrochloric acid), O1CCCC1 (tetrahydrofuran). Conditions: temperature 75 celsius, time 18 hour. Yields the product C(C)OC(=O)N1C(CC(CC1)=O)CN1C(C2=CC=CC=C2C1=O)=O (2-(1,3-dioxo-1,3-dihydro-isoindol-2-ylmethyl)-4-oxo-piperidine-1-carboxylic acid ethyl ester). Yield: 106.0%. RXN SMILES: [CH2:1]([O:3][C:4]([N:6]1[CH2:15][CH2:14][C:9]2(OCC[O:10]2)[CH2:8][CH:7]1[CH2:16][N:17]1[C:25](=[O:26])[C:24]2[C:19](=[CH:20][CH:21]=[CH:22][CH:23]=2)[C:18]1=[O:27])=[O:5])[CH3:2]>Cl.O1CCCC1>[CH2:1]([O:3][C:4]([N:6]1[CH2:15][CH2:14][C:9](=[O:10])[CH2:8][CH:7]1[CH2:16][N:17]1[C:18](=[O:27])[C:19]2[C:24](=[CH:23][CH:22]=[CH:21][CH:20]=2)[C:25]1=[O:26])=[O:5])[CH3:2]. Procedure: A solution of the above 7-(1,3-dioxo-1,3-dihydro-isoindol-2-ylmethyl)-1,4-dioxa-8-aza-spiro[4.5]decane-8-carboxylic acid ethyl ester (0.44 g, 1.2 mmol) in a mixture of 1N hydrochloric acid (18 ml) and tetrahydrofuran (18 ml) was heated a 75° C. under nitrogen with stirring for 18 h. The tetrahydrofuran was removed in vacuo and the residue was extracted with dichloromethane (2×75 ml). The combined organic extracts were washed with a saturated sodium bicarbonate solution (50 ml), dried (MgSO4), fi... Reactants: ClCCCl, CCN=C=NCCCN(C)C, CC(C)Cc1ccc(C(C)C(=O)O)cc1, CN(C)c1ccncc1, [Cl-], COc1ccc(C(O)Cc2c(Cl)cncc2Cl)cc1OC, ClCCl, Cl, Cl, [NH4+]. Product: COc1ccc(C(Cc2c(Cl)cncc2Cl)OC(=O)C(C)c2ccc(CC(C)C)cc2)cc1OC. Reaction SMILES: [CH2:13]([Cl:14])[CH2:15][Cl:16].[CH2:2]([N:3]=[C:4]=[N:5][CH2:6][CH2:7][CH2:8][N:9]([CH3:10])[CH3:11])[CH3:12].[CH2:39]([CH:40]([CH3:41])[CH3:42])[c:43]1[cH:44][cH:45][c:46]([CH:49]([C:50](=[O:51])[OH:52])[CH3:53])[cH:47][cH:48]1.[CH3:56][N:57]([CH3:58])[c:59]1[cH:60][cH:61][n:62][cH:63][cH:64]1.[Cl-:54].[Cl:18][c:19]1[cH:20][n:21][cH:22][c:23]([Cl:38])[c:24]1[CH2:25][CH:26]([OH:27])[c:28]1[cH:29][c:30]([O:36][CH3:37])[c:31]([O:34][CH3:35])[cH:32][cH:33]1.[Cl:65][CH2:66][Cl:67].[ClH:17].[ClH:1].[NH4+:55]>>[Cl:18][c:19]1[cH:20][n:21][cH:22][c:23]([Cl:38])[c:24]1[CH2:25][CH:26]([O:27][C:50]([CH:49]([c:46]1[cH:45][cH:44][c:43]([CH2:39][CH:40]([CH3:41])[CH3:42])[cH:48][cH:47]1)[CH3:53])=[O:51])[c:28]1[cH:29][c:30]([O:36][CH3:37])[c:31]([O:34][CH3:35])[cH:32][cH:33]1. Starting materials: CC1=C(CCl)C(=CC=C1)C (2,6-Dimethylbenzyl chloride), NC=1C=2N(C=C(C1)C(=O)OC(C)C)C(=C(N2)C)C (Isopropyl 8-amino-2,3-dimethylimidazo[1,2-a]pyridine-6-carboxylate), C(=O)([O-])[O-].[K+].[K+] (K2CO3), [Na+].[I-] (NaI), C(=O)([O-])[O-].[K+].[K+] (K2CO3), CC1=C(CCl)C(=CC=C1)C (2,6-dimethylbenzyl chloride). Solvent: C(C)(C)O (isopropanol), O (water), C(C)(C)O (isopropanol), C(C)(C)O (isopropanol). Run at temperature 70 celsius, time 1.5 hour. Product: CC1=C(CNC=2C=3N(C=C(C2)C(=O)OC(C)C)C(=C(N3)C)C)C(=CC=C1)C (Isopropyl 8-[(2,6-dimethylbenzyl)amino]-2, 3-dimethylimidazo[1,2-a]pyridine-6-carboxylate). Isolated yield 104.7%. RXN SMILES: [NH2:1][C:2]1[C:3]2[N:4]([C:14]([CH3:18])=[C:15]([CH3:17])[N:16]=2)[CH:5]=[C:6]([C:8]([O:10][CH:11]([CH3:13])[CH3:12])=[O:9])[CH:7]=1.[Na+].[I-].C([O-])([O-])=O.[K+].[K+].[CH3:27][C:28]1[CH:35]=[CH:34][CH:33]=[C:32]([CH3:36])[C:29]=1[CH2:30]Cl>C(O)(C)C.O>[CH3:27][C:28]1[CH:35]=[CH:34][CH:33]=[C:32]([CH3:36])[C:29]=1[CH2:30][NH:1][C:2]1[C:3]2[N:4]([C:14]([CH3:18])=[C:15]([CH3:17])[N:16]=2)[CH:5]=[C:6]([C:8]([O:10][CH:11]([CH3:13])[CH3:12])=[O:9])[CH:7]=1 |f:1.2,3.4.5|. Procedure details: Isopropyl 8-amino-2,3-dimethylimidazo[1,2-a]pyridine-6-carboxylate (9.85 kg, 1.0 equiv., 29.71 mol) was suspended in isopropanol (59 L); NaI (0.6 equiv., 2.68 kg, 17.88 mol) and is K2CO3 (2.5 equiv, 10.29 kg, 74.48 mol) were added and the mixture was heated to about 70° C. 2,6-Dimethylbenzyl chloride (1.1 equiv, 5.22 kg, 32.77 mol) was dissolved in isopropanol (˜60 L) and this solution was added to the reaction mixture. After the addition was complete, the temperature was kept at 60° C. for addi... Reactants: CC1(C(C1)CCC(=C=CCC(C)=O)C)C (8-(2',2'-Dimethylcyclopropyl)-6-methyl-4,5-octadien-2-one), C1(=CC=C(C=C1)S(=O)(=O)O)C (p-toluenesulphonic acid). The solvent is CCOCC (ether), CO (methanol), C1(=CC=CC=C1)C (toluene). Reaction conditions: time 4 hour. Yields the product CC1(C(C1)CCC(=CC=CC(C)=O)C)C (8-(2',2'-dimethyl-cyclopropyl)-6-methyl-3,5-octadien-2-one). Isolated yield 84.0%. Reaction SMILES: [CH3:1][C:2]1([CH3:15])[CH2:4][CH:3]1[CH2:5][CH2:6][C:7]([CH3:14])=[C:8]=[CH:9][CH2:10][C:11](=[O:13])[CH3:12].C1(C)C=CC(S(O)(=O)=O)=CC=1>CO.C1(C)C=CC=CC=1.CCOCC>[CH3:1][C:2]1([CH3:15])[CH2:4][CH:3]1[CH2:5][CH2:6][C:7]([CH3:14])=[CH:8][CH:9]=[CH:10][C:11](=[O:13])[CH3:12]. Procedure details: 8-(2',2'-Dimethylcyclopropyl)-6-methyl-4,5-octadien-2-one, 5 g, is dissolved in a mixture of 6 ml of methanol and 6 ml of toluene, then 200 mg of p-toluenesulphonic acid are added. The mixture is stirred at room temperature for 63/4 hours. It is diluted with ether, washed neutral with saturated bicarbonate and carbonate solution and with saturated sodium chloride solution, dried and concentrated. The crude product (4.5 g) is distilled in a bulb-tube. In this manner there are obtained 4.2 g (84%)... Reactants: C[O-], CO, Fc1ccc(C(F)(F)F)cc1OCc1ccccc1, [Na+]. The product is COc1ccc(C(F)(F)F)cc1OCc1ccccc1. RXN SMILES: [CH3:1][O-:2].[CH3:23][OH:24].[F:4][c:5]1[c:6]([O:15][CH2:16][c:17]2[cH:18][cH:19][cH:20][cH:21][cH:22]2)[cH:7][c:8]([C:11]([F:12])([F:13])[F:14])[cH:9][cH:10]1.[Na+:3]>>[CH3:1][O:2][c:5]1[c:6]([O:15][CH2:16][c:17]2[cH:18][cH:19][cH:20][cH:21][cH:22]2)[cH:7][c:8]([C:11]([F:12])([F:13])[F:14])[cH:9][cH:10]1. Starting materials: Brc1ccccc1-c1ccccc1, Brc1ccc(-c2ccccc2)cc1, N=C(c1ccccc1)c1ccccc1, CC(=O)[O-], CC(=O)[O-], CC(C)(C)[O-], Cc1ccccc1, [Cl-], [NH4+], [Na+], [Pd+2], CC(=C(c1ccccc1)c1ccccc1)P(C1CCCCC1)C1CCCCC1. As a reaction SMILES: [Br:14][c:15]1[cH:16][cH:17][cH:18][cH:19][c:20]1-[c:21]1[cH:22][cH:23][cH:24][cH:25][cH:26]1.[Br:1][c:2]1[cH:3][cH:4][c:5](-[c:8]2[cH:9][cH:10][cH:11][cH:12][cH:13]2)[cH:6][cH:7]1.[C:27]([c:28]1[cH:29][cH:30][cH:31][cH:32][cH:33]1)([c:34]1[cH:35][cH:36][cH:37][cH:38][cH:39]1)=[NH:40].[C:77]([O-:78])(=[O:79])[CH3:80].[C:82]([O-:83])(=[O:84])[CH3:85].[CH3:41][C:42]([CH3:43])([O-:44])[CH3:45].[CH3:86][c:87]1[cH:88][cH:89][cH:90][cH:91][cH:92]1.[Cl-:75].[NH4+:76].[Na+:46].[Pd+2:81].[c:47]1([C:48]([c:49]2[cH:50][cH:51][cH:52][cH:53][cH:54]2)=[C:55]([P:56]([CH:57]2[CH2:58][CH2:59][CH2:60][CH2:61][CH2:62]2)[CH:63]2[CH2:64][CH2:65][CH2:66][CH2:67][CH2:68]2)[CH3:69])[cH:70][cH:71][cH:72][cH:73][cH:74]1>>[c:2]1([N:40]=[C:27]([c:28]2[cH:29][cH:30][cH:31][cH:32][cH:33]2)[c:34]2[cH:35][cH:36][cH:37][cH:38][cH:39]2)[cH:3][cH:4][c:5](-[c:8]2[cH:9][cH:10][cH:11][cH:12][cH:13]2)[cH:6][cH:7]1. Yields the product c1ccc(C(=Nc2ccc(-c3ccccc3)cc2)c2ccccc2)cc1. Reactants: [Li]CCCC (BuLi), white solid, CC=1N=CSC1C (4,5-dimethylthiazole), CON(C(=O)C1=CN(C2=CC=CC=C2C1=O)CC1=NC(=CC=C1)Br)C (1-(6-bromo-pyridin-2-ylmethyl)-4-oxo-1,4-dihydro-quinoline-3-carboxylic acid methoxy-methyl-amide), [Br-].[Mg+2].[Br-] (magnesium bromide). Run in hexanes, C1CCOC1 (THF), C1CCOC1 (THF), S1C=NC=C1 (thiazole). Run at temperature -78 celsius. Yields the product BrC1=CC=CC(=N1)CN1C=C(C(C2=CC=CC=C12)=O)C(=O)C=1SC(=C(N1)C)C (1-(6-Bromo-pyridin-2-ylmethyl)-3-(4,5-dimethyl-thiazole-2-carbonyl)-1H-quinolin-4-one). As a reaction SMILES: [CH3:1][C:2]1[N:3]=[CH:4][S:5][C:6]=1[CH3:7].[Li]CCCC.[Br-].[Mg+2].[Br-].CON(C)[C:19]([C:21]1[C:30](=[O:31])[C:29]2[C:24](=[CH:25][CH:26]=[CH:27][CH:28]=2)[N:23]([CH2:32][C:33]2[CH:38]=[CH:37][CH:36]=[C:35]([Br:39])[N:34]=2)[CH:22]=1)=[O:20]>C1COCC1.S1C=CN=C1>[Br:39][C:35]1[N:34]=[C:33]([CH2:32][N:23]2[C:24]3[C:29](=[CH:28][CH:27]=[CH:26][CH:25]=3)[C:30](=[O:31])[C:21]([C:19]([C:4]3[S:5][C:6]([CH3:7])=[C:2]([CH3:1])[N:3]=3)=[O:20])=[CH:22]2)[CH:38]=[CH:37][CH:36]=1 |f:2.3.4|. Reported procedure: 585 mg (5.17 mmol) of 4,5-dimethylthiazole was dissolved in 10 mL of anhydrous THF and cooled down to −78° C. 2.07 mL of 2.5 M BuLi in hexanes was added dropwise, followed after 15 minutes by 1.0 g of anhydrous magnesium bromide. The solution was warmed up to rt. The final compound was prepared from 120 mg (0.30 mmol) of 1-(6-bromo-pyridin-2-ylmethyl)-4-oxo-1,4-dihydro-quinoline-3-carboxylic acid methoxy-methyl-amide in 2 mL THF and 1.64 mL of the thiazole salt solution. Yield: 13 mg of a white ...